This data is from the Open Reaction Database (ORD), a public repository of structured organic reaction records. The task is: describe an organic reaction: reactants, conditions, products, and yield Reactants: CC1=C(C(=NO1)C1=CC=CC=C1)C=1N=C2N(C=CC(=C2)C(=O)O)C1 (2-(5-methyl-3-phenyl-isoxazol-4-yl)-imidazo[1,2-a]pyridine-7-carboxylic acid), N1=CC=C(C=C1)CN (4-picolylamine). Yields the product N1=CC=C(C=C1)CNC(=O)C1=CC=2N(C=C1)C=C(N2)C=2C(=NOC2C)C2=CC=CC=C2 (2-(5-Methyl-3-phenyl-isoxazol-4-yl)-imidazo[1,2-a]pyridine-7-carboxylic acid (pyridin-4-ylmethyl)-amide). The yield is 77.0%. RXN SMILES: [CH3:1][C:2]1[O:6][N:5]=[C:4]([C:7]2[CH:12]=[CH:11][CH:10]=[CH:9][CH:8]=2)[C:3]=1[C:13]1[N:14]=[C:15]2[CH:20]=[C:19]([C:21]([OH:23])=O)[CH:18]=[CH:17][N:16]2[CH:24]=1.[N:25]1[CH:30]=[CH:29][C:28]([CH2:31][NH2:32])=[CH:27][CH:26]=1>>[N:25]1[CH:30]=[CH:29][C:28]([CH2:31][NH:32][C:21]([C:19]2[CH:18]=[CH:17][N:16]3[CH:24]=[C:13]([C:3]4[C:4]([C:7]5[CH:12]=[CH:11][CH:10]=[CH:9][CH:8]=5)=[N:5][O:6][C:2]=4[CH3:1])[N:14]=[C:15]3[CH:20]=2)=[O:23])=[CH:27][CH:26]=1. Reported procedure: As described for Example 11b, 2-(5-methyl-3-phenyl-isoxazol-4-yl)-imidazo[1,2-a]pyridine-7-carboxylic acid (96 mg, 0.3 mmol) was converted, using 4-picolylamine instead of aminomethylcyclopropane, to the title compound (95 mg, 77%) which was obtained as a light yellow foam. MS: m/e=410.4 [M+H]+. The reactants are CC(=O)OC(c1cccc(Cl)c1Cl)C(Cl)(Cl)C(F)(F)F, CC(=O)O, [Zn]. The product is FC(F)(F)C(Cl)=Cc1cccc(Cl)c1Cl. Reaction SMILES: [C:1]([O:2][CH:5]([C:6]([Cl:3])([C:7]([F:8])([F:9])[F:10])[Cl:11])[c:13]1[c:14]([Cl:20])[c:15]([Cl:19])[cH:16][cH:17][cH:18]1)(=[O:4])[CH3:12].[CH3:21][C:22](=[O:23])[OH:24].[Zn:25]>>[CH:5](=[C:6]([C:7]([F:8])([F:9])[F:10])[Cl:11])[c:13]1[c:14]([Cl:20])[c:15]([Cl:19])[cH:16][cH:17][cH:18]1. Reactants: C(=O)(OC(C)(C)C)N1C[C@H](OCC1)CC1=CC(=CC=C1)C=CC=1C=NC=CC1 (N-Boc-(R)-2-(3-(2-(3-pyridinyl)vinyl)-benzyl)morpholine). Reagents/catalysts: [Pd] (palladium on charcoal). Solvent: C(C)O (ethanol). Run at time 18 hour. The product is N1=CC(=CC=C1)CCC=1C=C(C[C@@H]2CNCCO2)C=CC1 ((R)-2-(3-(2-(3-pyridinyl)ethyl)benzyl)morpholine). As a reaction SMILES: C([N:8]1[CH2:13][CH2:12][O:11][C@H:10]([CH2:14][C:15]2[CH:20]=[CH:19][CH:18]=[C:17]([CH:21]=[CH:22][C:23]3[CH:24]=[N:25][CH:26]=[CH:27][CH:28]=3)[CH:16]=2)[CH2:9]1)(OC(C)(C)C)=O>C(O)C.[Pd]>[N:25]1[CH:26]=[CH:27][CH:28]=[C:23]([CH2:22][CH2:21][C:17]2[CH:16]=[C:15]([CH:20]=[CH:19][CH:18]=2)[CH2:14][C@H:10]2[O:11][CH2:12][CH2:13][NH:8][CH2:9]2)[CH:24]=1. Procedure details: N-Boc-(R)-2-(3-(2-(3-pyridinyl)vinyl)-benzyl)morpholine intermediate (a) was dissolved in ethanol (8 mL), with palladium on charcoal (10% w/w, 5 mg) and stirred at room temperature under an atmosphere of hydrogen (1 balloon containing hydrogen) for 18 hours. The reaction was filtered through a pad of celite, washing with ethanol, and the solution was concentrated in vacuo. The crude material was used in the next step without further purification. N-Boc-(R)-2-(3-(2-(3-pyridinyl)ethyl)-benzyl)morp... Starting materials: BrC=1C=C(C(=O)OC)C=C(C1)CBr (Methyl 3-bromo-5-(bromomethyl)benzoate), O.[OH-].[Li+] (lithium hydroxide monohydrate), OCC1(CCN(CC1)C(=O)OC(C)(C)C)C1=CC=CC=C1 (tert-butyl 4-(hydroxymethyl)-4-phenylpiperidine-1-carboxylate), [H-].[Na+] (sodium hydride). The solvent is CO (MeOH), CO (MeOH), CN(C=O)C (dimethylformamide). Conditions: temperature 0 celsius, time 1 hour. Product: BrC=1C=C(C(=O)O)C=C(C1)COCC1(CCN(CC1)C(=O)OC(C)(C)C)C1=CC=CC=C1 (3-Bromo-5-(((1-(tert-butoxycarbonyl)-4-phenylpiperidin-4-yl)methoxy)methyl)benzoic acid). RXN SMILES: [Br:1][C:2]1[CH:3]=[C:4]([CH:9]=[C:10]([CH2:12]Br)[CH:11]=1)[C:5]([O:7]C)=[O:6].[OH:14][CH2:15][C:16]1([C:29]2[CH:34]=[CH:33][CH:32]=[CH:31][CH:30]=2)[CH2:21][CH2:20][N:19]([C:22]([O:24][C:25]([CH3:28])([CH3:27])[CH3:26])=[O:23])[CH2:18][CH2:17]1.[H-].[Na+].O.[OH-].[Li+]>CN(C)C=O.CO>[Br:1][C:2]1[CH:3]=[C:4]([CH:9]=[C:10]([CH2:12][O:14][CH2:15][C:16]2([C:29]3[CH:30]=[CH:31][CH:32]=[CH:33][CH:34]=3)[CH2:21][CH2:20][N:19]([C:22]([O:24][C:25]([CH3:27])([CH3:28])[CH3:26])=[O:23])[CH2:18][CH2:17]2)[CH:11]=1)[C:5]([OH:7])=[O:6] |f:2.3,4.5.6|. Reported procedure: Methyl 3-bromo-5-(bromomethyl)benzoate (2.1 g, 6.81 mmol) and tert-butyl 4-(hydroxymethyl)-4-phenylpiperidine-1-carboxylate (1.8 g, 6.2 mmol) were combined in dimethylformamide (21 mL) and cooled to 0° C. The reaction was treated with sodium hydride (298 mg, 12.4 mmol), stirred at 0° C. for 1 h, and at room temperature for 30 min. The reaction was cooled to 0° C. and treated lithium hydroxide monohydrate (0.54 g, 13.6 mmol). The solution was stirred at room temperature for 16 h and the solvents ... Reactants: ClCCOC=1C=C2C(=NC(=NC2=CC1OC)C1=CC(=CC=C1)C1=CC=CC=C1)NC=1C=C2C=NN(C2=CC1)C(=O)OC(C)(C)C (tert-butyl 5-(6-(2-chloroethoxy)-2-[(3-phenyl)phenyl)-7-methoxyquinazolin-4-ylamino)-1H-indazole-1-carboxylate), CS(=O)C (DMSO), CN(C(CNC)=O)C (N,N-dimethyl-2-(methylamino)acetamide). Conditions: temperature 85 celsius, time 4 hour. The product is N1N=CC2=CC(=CC=C12)NC1=NC(=NC2=CC(=C(C=C12)OCCN(CC(=O)N(C)C)C)OC)C1=CC(=CC=C1)C1=CC=CC=C1 (2-((2-(4-(1H-indazol-5-ylamino)-2-[(3-phenyl)phenyl)-7-methoxyquinazolin-6-yloxy)ethyl)(methyl)amino)-N,N-dimethylacetamide). Yield: 74.0%. Reaction SMILES: ClC[CH2:3][O:4][C:5]1[CH:6]=[C:7]2[C:12](=[CH:13][C:14]=1[O:15][CH3:16])[N:11]=[C:10]([C:17]1[CH:22]=[CH:21][CH:20]=[C:19]([C:23]3[CH:28]=[CH:27][CH:26]=[CH:25][CH:24]=3)[CH:18]=1)[N:9]=[C:8]2[NH:29][C:30]1[CH:31]=[C:32]2[C:36](=[CH:37][CH:38]=1)[N:35](C(OC(C)(C)C)=O)[N:34]=[CH:33]2.[CH3:46][N:47]([CH3:53])[C:48](=[O:52])[CH2:49][NH:50][CH3:51].[CH3:54]S(C)=O>>[NH:35]1[C:36]2[C:32](=[CH:31][C:30]([NH:29][C:8]3[C:7]4[C:12](=[CH:13][C:14]([O:15][CH3:16])=[C:5]([O:4][CH2:3][CH2:51][N:50]([CH3:54])[CH2:49][C:48]([N:47]([CH3:53])[CH3:46])=[O:52])[CH:6]=4)[N:11]=[C:10]([C:17]4[CH:22]=[CH:21][CH:20]=[C:19]([C:23]5[CH:28]=[CH:27][CH:26]=[CH:25][CH:24]=5)[CH:18]=4)[N:9]=3)=[CH:38][CH:37]=2)[CH:33]=[N:34]1. Procedure details: To a mixture of tert-butyl 5-(6-(2-chloroethoxy)-2-[(3-phenyl)phenyl)-7-methoxyquinazolin-4-ylamino)-1H-indazole-1-carboxylate (0.25 g, 0.40 mmole) in DMSO (2 mL) was added N,N-dimethyl-2-(methylamino)acetamide (0.232 g, 2.00 mmole) and the reaction was stirred at 85° C. for 4 h. The mixture was poured onto ice-water and the crude product was filtered. The product was then dissolved in a mixture of CH2Cl2 and CH3OH and the solution was concentrated in vacuo. The residue was purified via preparat... The reactants are C1CCOC1, CN, CCOC(C)=O, CCOC(=O)C1=C(O)c2cc(Cl)ccc2C(C)(C)C1=O. The product is CNC(=O)C1=C(O)c2cc(Cl)ccc2C(C)(C)C1=O. As a reaction SMILES: [CH2:21]1[O:22][CH2:23][CH2:24][CH2:25]1.[CH3:26][NH2:27].[CH3:28][CH2:29][O:30][C:31]([CH3:32])=[O:33].[Cl:1][c:2]1[cH:3][c:4]2[c:9]([cH:10][cH:11]1)[C:8]([CH3:12])([CH3:13])[C:7](=[O:14])[C:6]([C:15](=[O:16])[O:17][CH2:18][CH3:19])=[C:5]2[OH:20]>>[Cl:1][c:2]1[cH:3][c:4]2[c:9]([cH:10][cH:11]1)[C:8]([CH3:12])([CH3:13])[C:7](=[O:14])[C:6]([C:15](=[O:16])[NH:27][CH3:26])=[C:5]2[OH:20].